From a dataset of the Open Reaction Database (ORD), a public repository of structured organic reaction records. describe an organic reaction: reactants, conditions, products, and yield Reactants: ClC1=CC=C(C=C1)C1=NC=2C(=NC=CC2)N1CC(=O)O (2-(4-chlorophenyl)-3H-imidazo[4,5-b]pyridine-3-acetic acid), C(=O)(N1C=NC=C1)N1C=NC=C1 (1,1'-carbonyldiimidazole), C1(CCCCC1)N (Cyclohexylamine). The solvent is O1CCCC1 (tetrahydrofuran). Run at time 3 hour. The product is ClC1=CC=C(C=C1)C1=NC=2C(=NC=CC2)N1CC(=O)NC1CCCCC1 (2-(4-Chlorophenyl)-N-cyclohexyl-3H-imidazo[4,5-b]pyridine-3-acetamide). Yield: 72.6%. As a reaction SMILES: [Cl:1][C:2]1[CH:7]=[CH:6][C:5]([C:8]2[N:16]([CH2:17][C:18]([OH:20])=O)[C:11]3=[N:12][CH:13]=[CH:14][CH:15]=[C:10]3[N:9]=2)=[CH:4][CH:3]=1.C(N1C=CN=C1)(N1C=CN=C1)=O.[CH:33]1([NH2:39])[CH2:38][CH2:37][CH2:36][CH2:35][CH2:34]1>O1CCCC1>[Cl:1][C:2]1[CH:3]=[CH:4][C:5]([C:8]2[N:16]([CH2:17][C:18]([NH:39][CH:33]3[CH2:38][CH2:37][CH2:36][CH2:35][CH2:34]3)=[O:20])[C:11]3=[N:12][CH:13]=[CH:14][CH:15]=[C:10]3[N:9]=2)=[CH:6][CH:7]=1. Procedure details: Under nitrogen bubbling, a mixture of 2-(4-chlorophenyl)-3H-imidazo[4,5-b]pyridine-3-acetic acid (4.0 g, 0.014 mole) and 1,1'-carbonyldiimidazole (2.27 g, 0.014 mole) in 150 ml of tetrahydrofuran was stirred at room temperature for 3 hours. Cyclohexylamine (2.77 g, 0.028 mole) was added and the reaction mixture was allowed to stir at room temperature overnight. The tetrahydrofuran was evaporated to dryness and the residue was treated with water. The solid was collected by filtration, washed with... RXN SMILES: [CH2:1]([C@H:6]1[CH2:11][CH2:10][C@H:9]([CH2:12][C:13]([OH:15])=O)[CH2:8][CH2:7]1)[CH2:2][CH2:3][CH2:4][CH3:5].S(Cl)([Cl:18])=O>>[CH2:1]([C@H:6]1[CH2:11][CH2:10][C@H:9]([CH2:12][C:13]([Cl:18])=[O:15])[CH2:8][CH2:7]1)[CH2:2][CH2:3][CH2:4][CH3:5]. Reported procedure: For conversion into the acid chloride, trans-4-pentylcyclohexylacetic acid (12.0 g, 0.0566 mol) was reacted for about 1 hour on an oil bath at 80° C. with thionyl chloride (50 ml). The solution obtained was evaporated under reduced pressure, treated with absolute toluene (50 ml) and once more evaporated under reduced pressure. Starting materials: acid chloride, C(CCCC)[C@@H]1CC[C@H](CC1)CC(=O)O (trans-4-pentylcyclohexylacetic acid), S(=O)(Cl)Cl (thionyl chloride). The product is C(CCCC)[C@@H]1CC[C@H](CC1)CC(=O)Cl (trans-4-pentylcyclohexylacetyl chloride).